From a dataset of the Open Reaction Database (ORD), a public repository of structured organic reaction records. describe an organic reaction: reactants, conditions, products, and yield Reactants: CO[Si](OC)(OC)OC (TMOS), [Si](OCC)(OCC)(OCC)OCC (Si(OC2H5)4), [NH4+].[OH-] (NH4OH), Cl (HCl), [Si](OOCC)(OOCC)(OOCC)OOCC (tetraethoxy orthosilicate), Cl (HCl), N (ammonia), alcohols, CO[Si](OC)(OC)OC (TMOS), alcohol, 2O. Run in C(C)O (ethanol), CO (CH3OH), CO (methanol), O (water), CO (methanol), O (water), CO (Methanol). Run at temperature 60 celsius. The product is [Si](OOCC)(OOCC)(OOCC)OOCC.CO (TEOS CH3OH). RXN SMILES: [CH3:1][O:2][Si](OC)(OC)OC.[Si:10]([O:23][O:24][CH2:25][CH3:26])([O:19][O:20][CH2:21][CH3:22])([O:15][O:16][CH2:17][CH3:18])[O:11][O:12][CH2:13][CH3:14].[Si](OCC)(OCC)(OCC)OCC.Cl.[NH4+].[OH-].N>O.CO.C(O)C>[Si:10]([O:15][O:16][CH2:17][CH3:18])([O:19][O:20][CH2:21][CH3:22])([O:23][O:24][CH2:25][CH3:26])[O:11][O:12][CH2:13][CH3:14].[CH3:1][OH:2] |f:4.5,10.11|. Procedure: These examples are the same as Example 1, except that the formulations for silica aerogel were different. Since TMOS is not available in commercial quantities and is more expensive, a cheaper alternative was sought. For Example 7A this new composition involved tetraethoxy orthosilicate (TEOS) and methanol. Methanol was selected as a preferred alcohol based on the lower cost for commercial quantities. However, other alcohols such as ethanol can also be used. The procedure for preparing this gel c... Reactants: CCOC(=O)C1(CCCCCOC(C)=O)CCCC1=O, CC(=O)O, O, O=S(=O)(O)O. Product: CC(=O)OCCCCCC1CCCC1=O. RXN SMILES: [CH2:1]([O:2][C:3](=[O:4])[C:6]1([CH2:12][CH2:13][CH2:14][CH2:15][CH2:16][O:17][C:18]([CH3:19])=[O:20])[C:7](=[O:11])[CH2:8][CH2:9][CH2:10]1)[CH3:5].[CH3:27][C:28](=[O:29])[OH:30].[OH2:21].[S:22](=[O:23])(=[O:24])([OH:25])[OH:26]>>[CH:6]1([CH2:12][CH2:13][CH2:14][CH2:15][CH2:16][O:17][C:18]([CH3:19])=[O:20])[C:7](=[O:11])[CH2:8][CH2:9][CH2:10]1. Starting materials: Peptides, [Se](=O)([O-])[O-].[Na+].[Na+] (sodium selenite), CC1([C@@H](N2[C@H](S1)[C@@H](C2=O)NC(=O)CC=3C=CC=CC3)C(=O)[O-])C.[K+] (penicillin), C[C@H]1[C@@]([C@H]([C@@H](O1)O[C@@H]2[C@H]([C@@H]([C@H]([C@@H]([C@H]2O)O)NC(=N)N)O)NC(=N)N)O[C@H]3[C@H]([C@@H]([C@H]([C@@H](O3)CO)O)O)NC)(C=O)O (streptomycin), OP(=O)(O)[O-].OP(=O)([O-])[O-].[Na+].[Na+].[Na+].[Cl-].[Cl-].[K+].[K+] (phosphate buffered saline), CC1=CC(=C(C=C1)N(CC(=O)O)CC(=O)O)OCCOC2=C(C=CC(=C2)C3=CC4=C(N3)C=C(C=C4)C(=O)OCOC(=O)C)N(CC(=O)O)CC(=O)O (indo-1/AM). Conditions: time 5 minute. Yields the product CC1=CC(=C(C=C1)N(CC(=O)O)CC(=O)O)OCCOC2=C(C=CC(=C2)C3=CC4=C(N3)C=C(C=C4)C(=O)O)N(CC(=O)O)CC(=O)O (indo-1), 480. Reaction SMILES: [Se]([O-])([O-])=O.[Na+].[Na+].CC1(C)S[C@@H]2[C@H](NC(CC3C=CC=CC=3)=O)C(=O)N2[C@H]1C([O-])=O.[K+].C[C@@H]1O[C@@H](O[C@H]2[C@H](O)[C@@H](O)[C@H](NC(N)=N)[C@@H](O)[C@@H]2NC(N)=N)[C@H](O[C@@H]2O[C@@H](CO)[C@H](O)[C@@H](O)[C@@H]2NC)[C@@]1(O)C=O.[CH3:71][C:72]1[CH:77]=[CH:76][C:75]([N:78]([CH2:83][C:84]([OH:86])=[O:85])[CH2:79][C:80]([OH:82])=[O:81])=[C:74]([O:87][CH2:88][CH2:89][O:90][C:91]2[CH:96]=[C:95]([C:97]3[NH:101][C:100]4[CH:102]=[C:103]([C:106]([O:108]COC(C)=O)=[O:107])[CH:104]=[CH:105][C:99]=4[CH:98]=3)[CH:94]=[CH:93][C:92]=2[N:114]([CH2:119][C:120]([OH:122])=[O:121])[CH2:115][C:116]([OH:118])=[O:117])[CH:73]=1.OP([O-])(O)=O.OP([O-])([O-])=O.[Na+].[Na+].[Na+].[Cl-].[Cl-].[K+].[K+]>>[CH3:71][C:72]1[CH:77]=[CH:76][C:75]([N:78]([CH2:83][C:84]([OH:86])=[O:85])[CH2:79][C:80]([OH:82])=[O:81])=[C:74]([O:87][CH2:88][CH2:89][O:90][C:91]2[CH:96]=[C:95]([C:97]3[NH:101][C:100]4[CH:102]=[C:103]([C:106]([OH:108])=[O:107])[CH:104]=[CH:105][C:99]=4[CH:98]=3)[CH:94]=[CH:93][C:92]=2[N:114]([CH2:119][C:120]([OH:122])=[O:121])[CH2:115][C:116]([OH:118])=[O:117])[CH:73]=1 |f:0.1.2,3.4,7.8.9.10.11.12.13.14.15|. Procedure: Culture conditions were as described (D. G. Yoder, T. W. Moody, Peptides, 1987, 8:103, except that the medium was modified to RPMI 1640 with 2.5% fetal bovine serum (heat inactivated), 5 mg/l sodium selenite, 5 mg/l human transferrin, 5 mg/l insulin, penicillin (100 U/l) and streptomycin (100 mg/l). To measure intracellular Ca++, cells were incubated with 1 μM indo-1/AM for 60 minutes at 37° C. The cells were then centrifuged at 750×g for 5 minutes and resuspended in 40 mL Buffer F (Dulbecco's p... Starting materials: C(C)(C)(C)OC(=O)N([C@@H]1CC[C@H](CC1)C(C)(C)C)CC1=CC=C(C(=O)NC(C(=O)OC)C)C=C1 (Methyl trans-4-{[N-(tert-butoxycarbonyl)-N-(4-tert-buylcyclohexyl)amino]methyl}benzoylaminopropanoate), C(=O)(C(F)(F)F)O (TFA). The product is FC(C(=O)O)(F)F.C(C)(C)(C)[C@@H]1CC[C@H](CC1)NCC1=CC=C(C(=O)NC(C(=O)OC)C)C=C1 (Methyl trans-4-{N-(4-tert-buylcyclohexyl)aminomethyl}benzoylaminopropanoate Trifluoroacetate). Run in ClCCl (dichloromethane). Procedure: Methyl trans-4-{[N-(tert-butoxycarbonyl)-N-(4-tert-buylcyclohexyl)amino]methyl}benzoylaminopropanoate (19.5 g, 41.1 mmol) was dissolved in a mixture of TFA (200 mL) and dichloromethane (200 mL), while cooling on an ice bath. The ice bath was removed and the mixture allowed to stir at room temperature for 30 min. Solvent was removed by rotary evaporation, and the crystalline residue recrystallized from ethyl acetate/heptane. Yield: 14.8 g (74%). RXN SMILES: C(OC([N:8]([CH2:19][C:20]1[CH:34]=[CH:33][C:23]([C:24]([NH:26][CH:27]([CH3:32])[C:28]([O:30][CH3:31])=[O:29])=[O:25])=[CH:22][CH:21]=1)[C@H:9]1[CH2:14][CH2:13][C@H:12]([C:15]([CH3:18])([CH3:17])[CH3:16])[CH2:11][CH2:10]1)=O)(C)(C)C.[C:35]([OH:41])([C:37]([F:40])([F:39])[F:38])=[O:36]>ClCCl>[F:38][C:37]([F:40])([F:39])[C:35]([OH:41])=[O:36].[C:15]([C@H:12]1[CH2:11][CH2:10][C@H:9]([NH:8][CH2:19][C:20]2[CH:21]=[CH:22][C:23]([C:24]([NH:26][CH:27]([CH3:32])[C:28]([O:30][CH3:31])=[O:29])=[O:25])=[CH:33][CH:34]=2)[CH2:14][CH2:13]1)([CH3:17])([CH3:16])[CH3:18] |f:3.4|. Conditions: time 30 minute. Starting materials: C(C1=CC=CC=C1)(=O)C1=CC=C(C(=O)O)C=C1 (4-benzoylbenzoic acid), S(=O)(Cl)Cl (thionyl chloride). Solvent: C(Cl)Cl (methylene chloride). The product is C(C1=CC=CC=C1)(=O)C1=CC=C(C(=O)Cl)C=C1 (4-(Benzoyl)benzoyl Chloride). RXN SMILES: [C:1]([C:9]1[CH:17]=[CH:16][C:12]([C:13](O)=[O:14])=[CH:11][CH:10]=1)(=[O:8])[C:2]1[CH:7]=[CH:6][CH:5]=[CH:4][CH:3]=1.S(Cl)([Cl:20])=O>C(Cl)Cl>[C:1]([C:9]1[CH:17]=[CH:16][C:12]([C:13]([Cl:20])=[O:14])=[CH:11][CH:10]=1)(=[O:8])[C:2]1[CH:7]=[CH:6][CH:5]=[CH:4][CH:3]=1. Reported procedure: The conditions to prepare Reference Example 34 are used with 2.0 g of 4-benzoylbenzoic acid and 30 ml of thionyl chloride to give the desired product in a solution of 30 ml of methylene chloride. Reactants: solid, BrC1C(C2(CCC1C2(C)C)CS(=O)(=O)O)=O ((+)-3-bromocamphor-10-sulphonic acid), FC1=C(C=CC(=C1)F)C(CN1N=CN=C1)(C(=C)C1=CC=C(C=C1)I)O (2-(2,4-Difluorophenyl)-3-(4-iodophenyl)-1-(1H-1,2,4-triazol-1-yl)-3-buten-2-ol). Product: FC1=C(C=CC(=C1)F)[C@@](CN1N=CN=C1)(C(=C)C1=CC=C(C=C1)I)O.BrC1C(C2(CCC1C2(C)C)CS(=O)(=O)[O-])=O ((R)-2-(2,4-Difluorophenyl)-3-(4-iodophenyl)-1-(1H-1,2,4-triazol-1-yl)-3-buten-2-ol (+)-3-bromocamphor-10-sulphonate). As a reaction SMILES: [Br:1][CH:2]1[CH:7]2[C:8]([CH3:10])([CH3:9])[C:4]([CH2:11][S:12]([OH:15])(=[O:14])=[O:13])([CH2:5][CH2:6]2)[C:3]1=[O:16].[F:17][C:18]1[CH:23]=[C:22]([F:24])[CH:21]=[CH:20][C:19]=1[C:25]([OH:41])([C:32]([C:34]1[CH:39]=[CH:38][C:37]([I:40])=[CH:36][CH:35]=1)=[CH2:33])[CH2:26][N:27]1[CH:31]=[N:30][CH:29]=[N:28]1>>[F:17][C:18]1[CH:23]=[C:22]([F:24])[CH:21]=[CH:20][C:19]=1[C@:25]([OH:41])([C:32]([C:34]1[CH:35]=[CH:36][C:37]([I:40])=[CH:38][CH:39]=1)=[CH2:33])[CH2:26][N:27]1[CH:31]=[N:30][CH:29]=[N:28]1.[Br:1][CH:2]1[CH:7]2[C:8]([CH3:10])([CH3:9])[C:4]([CH2:11][S:12]([O-:15])(=[O:14])=[O:13])([CH2:5][CH2:6]2)[C:3]1=[O:16] |f:2.3|. Run at time 20 hour. Run in IMS, IMS. Procedure details: A solution of (+)-3-bromocamphor-10-sulphonic acid (36.3 g, 0.110 moles) in IMS (40 ml) was added to a solution of the product of step (f) (50 g, 0.110 moles) in IMS (300 ml). After seeding, the resulting slurry was granulated for 20 hours at room temperature. A white solid (22 g, 0.03 moles) was collected by filtration after further granulating for 1 hour at low temperature. The chiral purity was assessed as 95% ee by chiral HPLC using a Chiralcel™ OD column and eluting with ethanol/hexane [40.... The reactants are CC(C)O, [K+], [OH-], CCOC(=O)NCCN1CCC(Nc2nc3cncnc3n2Cc2cccs2)CC1. Yields the product NCCN1CCC(Nc2nc3cncnc3n2Cc2cccs2)CC1. As a reaction SMILES: [CH3:33][CH:34]([OH:35])[CH3:36].[K+:32].[OH-:31].[s:1]1[c:2]([CH2:6][n:7]2[c:8]3[n:9][cH:10][n:11][cH:12][c:13]3[n:14][c:15]2[NH:16][CH:17]2[CH2:18][CH2:19][N:20]([CH2:23][CH2:24][NH:25][C:26](=[O:27])[O:28][CH2:29][CH3:30])[CH2:21][CH2:22]2)[cH:3][cH:4][cH:5]1>>[s:1]1[c:2]([CH2:6][n:7]2[c:8]3[n:9][cH:10][n:11][cH:12][c:13]3[n:14][c:15]2[NH:16][CH:17]2[CH2:18][CH2:19][N:20]([CH2:23][CH2:24][NH2:25])[CH2:21][CH2:22]2)[cH:3][cH:4][cH:5]1.